Dataset: the Open Reaction Database (ORD), a public repository of structured organic reaction records. Task: describe an organic reaction: reactants, conditions, products, and yield Starting materials: CCOC(=O)CSc1cnc(NC(=O)N(CC2CCCC2)c2cc(F)ccc2F)s1, C1CCOC1, CO, [Na+], [OH-]. As a reaction SMILES: [CH2:1]([CH3:2])[O:3][C:4]([CH2:5][S:6][c:7]1[cH:8][n:9][c:10]([NH:12][C:13](=[O:14])[N:15]([c:16]2[c:17]([F:23])[cH:18][cH:19][c:20]([F:22])[cH:21]2)[CH2:24][CH:25]2[CH2:26][CH2:27][CH2:28][CH2:29]2)[s:11]1)=[O:30].[CH2:33]1[O:34][CH2:35][CH2:36][CH2:37]1.[CH3:38][OH:39].[Na+:32].[OH-:31]>>[O:3]=[C:4]([CH2:5][S:6][c:7]1[cH:8][n:9][c:10]([NH:12][C:13](=[O:14])[N:15]([c:16]2[c:17]([F:23])[cH:18][cH:19][c:20]([F:22])[cH:21]2)[CH2:24][CH:25]2[CH2:26][CH2:27][CH2:28][CH2:29]2)[s:11]1)[OH:30]. The product is O=C(O)CSc1cnc(NC(=O)N(CC2CCCC2)c2cc(F)ccc2F)s1. The product is O=C(O)c1cn(Cc2ccc(OCc3ccccc3)cc2)nc1-c1ccccc1. Reaction SMILES: [CH2:1]([c:2]1[cH:3][cH:4][cH:5][cH:6][cH:7]1)[O:8][c:9]1[cH:10][cH:11][c:12]([CH2:13][n:14]2[n:15][c:16](-[c:24]3[cH:25][cH:26][cH:27][cH:28][cH:29]3)[c:17]([C:19](=[O:20])[O:21][CH2:22][CH3:23])[cH:18]2)[cH:30][cH:31]1.[CH3:34][CH2:35][OH:36].[K+:33].[OH-:32]>>[CH2:1]([c:2]1[cH:3][cH:4][cH:5][cH:6][cH:7]1)[O:8][c:9]1[cH:10][cH:11][c:12]([CH2:13][n:14]2[n:15][c:16](-[c:24]3[cH:25][cH:26][cH:27][cH:28][cH:29]3)[c:17]([C:19](=[O:20])[OH:21])[cH:18]2)[cH:30][cH:31]1. Starting materials: CCOC(=O)c1cn(Cc2ccc(OCc3ccccc3)cc2)nc1-c1ccccc1, CCO, [K+], [OH-]. Starting materials: Cn1nccc1-c1cc(NC(=O)c2cccc(F)c2)ccc1OCCBr, O=C([O-])[O-], Cl, FC1(F)CCNCC1, [K+], [K+], CN(C)C=O. Product: Cn1nccc1-c1cc(NC(=O)c2cccc(F)c2)ccc1OCCN1CCC(F)(F)CC1. Reaction SMILES: [Br:1][CH2:2][CH2:3][O:4][c:5]1[c:6](-[c:21]2[n:22]([CH3:26])[n:23][cH:24][cH:25]2)[cH:7][c:8]([NH:11][C:12]([c:13]2[cH:14][c:15]([F:19])[cH:16][cH:17][cH:18]2)=[O:20])[cH:9][cH:10]1.[C:36](=[O:37])([O-:38])[O-:39].[ClH:27].[F:28][C:29]1([F:35])[CH2:30][CH2:31][NH:32][CH2:33][CH2:34]1.[K+:40].[K+:41].[O:42]=[CH:43][N:44]([CH3:45])[CH3:46]>>[CH2:2]([CH2:3][O:4][c:5]1[c:6](-[c:21]2[n:22]([CH3:26])[n:23][cH:24][cH:25]2)[cH:7][c:8]([NH:11][C:12]([c:13]2[cH:14][c:15]([F:19])[cH:16][cH:17][cH:18]2)=[O:20])[cH:9][cH:10]1)[N:32]1[CH2:31][CH2:30][C:29]([F:28])([F:35])[CH2:34][CH2:33]1. The reactants are CCN=C=NCCCN(C)C, CN1CCOCC1, CC1(CCC(=O)O)OCCO1, CN(C)c1ccncc1, ClC(Cl)Cl, Cl, CC(C)(C)OC(=O)NNc1c(N)cnc2ccccc12, c1ccncc1. Yields the product CC(C)(C)OC(=O)NNc1c(NC(=O)CCC2(C)OCCO2)cnc2ccccc12. Reaction SMILES: [CH3:22][N:23]([CH3:24])[CH2:25][CH2:26][CH2:27][N:28]=[C:29]=[N:30][CH2:31][CH3:32].[CH3:33][N:34]1[CH2:35][CH2:36][O:37][CH2:38][CH2:39]1.[CH3:40][C:41]1([CH2:46][CH2:47][C:48](=[O:49])[OH:50])[O:42][CH2:43][CH2:44][O:45]1.[CH3:51][N:52]([CH3:53])[c:54]1[cH:55][cH:56][n:57][cH:58][cH:59]1.[CH:66]([Cl:67])([Cl:68])[Cl:69].[ClH:21].[NH2:1][c:2]1[cH:3][n:4][c:5]2[cH:6][cH:7][cH:8][cH:9][c:10]2[c:11]1[NH:12][NH:13][C:14](=[O:15])[O:16][C:17]([CH3:18])([CH3:19])[CH3:20].[cH:60]1[cH:61][cH:62][n:63][cH:64][cH:65]1>>[NH:1]([c:2]1[cH:3][n:4][c:5]2[cH:6][cH:7][cH:8][cH:9][c:10]2[c:11]1[NH:12][NH:13][C:14](=[O:15])[O:16][C:17]([CH3:18])([CH3:19])[CH3:20])[C:48]([CH2:47][CH2:46][C:41]1([CH3:40])[O:42][CH2:43][CH2:44][O:45]1)=[O:49]. Reactants: [Li]CCCC, CCCCCC, O=CN1CCOCC1, C[Si](C)(C)CCOCn1cnc(-c2ccncc2)c1-c1ccc(F)cc1, C1CCOC1. The product is C[Si](C)(C)CCOCn1c(C=O)nc(-c2ccncc2)c1-c1ccc(F)cc1. RXN SMILES: [CH2:27]([Li:28])[CH2:29][CH2:30][CH3:31].[CH3:45][CH2:46][CH2:47][CH2:48][CH2:49][CH3:50].[CH:32](=[O:33])[N:34]1[CH2:35][CH2:36][O:37][CH2:38][CH2:39]1.[F:1][c:2]1[cH:3][cH:4][c:5](-[c:8]2[c:9](-[c:21]3[cH:22][cH:23][n:24][cH:25][cH:26]3)[n:10][cH:11][n:12]2[CH2:13][O:14][CH2:15][CH2:16][Si:17]([CH3:18])([CH3:19])[CH3:20])[cH:6][cH:7]1.[O:40]1[CH2:41][CH2:42][CH2:43][CH2:44]1>>[F:1][c:2]1[cH:3][cH:4][c:5](-[c:8]2[c:9](-[c:21]3[cH:22][cH:23][n:24][cH:25][cH:26]3)[n:10][c:11]([CH:32]=[O:33])[n:12]2[CH2:13][O:14][CH2:15][CH2:16][Si:17]([CH3:18])([CH3:19])[CH3:20])[cH:6][cH:7]1. Solvent: C1CCOC1 (THF). Yields the product BrC1=C(C=C(C=C1)N(C(C)=O)C)Cl (N-(4-Bromo-3-chloro-phenyl)-N-methyl-acetamide). Reactants: CC(=O)NC1=CC(=C(C=C1)Br)Cl (4-bromo-3-chloroacetanilide), [H-].[Na+] (sodium hydride), oil, CI (methyliodide), CI (methyl iodide). Reaction SMILES: [CH3:1][C:2]([NH:4][C:5]1[CH:10]=[CH:9][C:8]([Br:11])=[C:7]([Cl:12])[CH:6]=1)=[O:3].[H-].[Na+].[CH3:15]I>C1COCC1>[Br:11][C:8]1[CH:9]=[CH:10][C:5]([N:4]([CH3:15])[C:2](=[O:3])[CH3:1])=[CH:6][C:7]=1[Cl:12] |f:1.2|. Procedure: To a solution of 4-bromo-3-chloroacetanilide (10.0 g, 40.2 mmol) in 50 mL THF is added 60% sodium hydride in mineral oil (2.40 g, 60.0 mmol) and the reaction mixture is stirred for 1 h at RT. The reaction mixture is cooled to 0° C., methyliodide (2.49 mL, 40.0 mmol) is added. After 2 h additional methyl iodide (0.25 mL, 4.0 mmol) is added and the reaction mixture is stirred at RT for 10 min. The reaction mixture is quenched with saturated aqueous ammonium chloride, filtered and extracted with di... Reaction conditions: time 1 hour. Starting materials: C(C)(C)(C)OC(N(CCOC1=CC=C(C=C1)[N+](=O)[O-])C(C)C)=O (isopropyl-[2-(4-nitro-penoxy)-ethyl]-carbamic acid tert-butyl ester). Reagents/catalysts: [Pd] (palladium-on-carbon). The solvent is C(C)O (ethanol). Yields the product C(C)(C)(C)OC(N(C(C)C)CCOC1=CC=C(C=C1)N)=O ([2-(4-amino-phenoxy)-ethyl]-isopropyl-carbamic acid tert-butyl ester). The yield is 99.1%. Reaction SMILES: [C:1]([O:5][C:6](=[O:23])[N:7]([CH:20]([CH3:22])[CH3:21])[CH2:8][CH2:9][O:10][C:11]1[CH:16]=[CH:15][C:14]([N+:17]([O-])=O)=[CH:13][CH:12]=1)([CH3:4])([CH3:3])[CH3:2]>C(O)C.[Pd]>[C:1]([O:5][C:6](=[O:23])[N:7]([CH2:8][CH2:9][O:10][C:11]1[CH:12]=[CH:13][C:14]([NH2:17])=[CH:15][CH:16]=1)[CH:20]([CH3:21])[CH3:22])([CH3:3])([CH3:4])[CH3:2]. Procedure details: A solution of isopropyl-[2-(4-nitro-penoxy)-ethyl]-carbamic acid tert-butyl ester (8.3 g, 25.58 mmol) (from step B above) and 600 mg of 10% palladium-on-carbon in ethanol (100 mL) was hydrogenated at 20 psi in a Parr shaker for 1 hour. The mixture was filtered through Celite™ and the solvent evaporated to give 7.46 g (99%) of [2-(4-amino-phenoxy)-ethyl]-isopropyl-carbamic acid tert-butyl ester.